Dataset: the Open Reaction Database (ORD), a public repository of structured organic reaction records. Task: describe an organic reaction: reactants, conditions, products, and yield Product: COC=C(C1=NOCCO1)c1ccccc1Oc1ncnc(Oc2ccccc2)c1F. Reaction SMILES: [CH3:35][N:36]([CH3:37])[CH:38]=[O:39].[KH:1].[O:19]([c:20]1[cH:21][cH:22][cH:23][cH:24][cH:25]1)[c:26]1[n:27][cH:28][n:29][c:30]([F:33])[c:31]1[F:32].[OH2:34].[OH:2][c:3]1[c:4]([C:9](=[CH:10][O:11][CH3:12])[C:13]2=[N:14][O:15][CH2:16][CH2:17][O:18]2)[cH:5][cH:6][cH:7][cH:8]1>>[O:2]([c:3]1[c:4]([C:9](=[CH:10][O:11][CH3:12])[C:13]2=[N:14][O:15][CH2:16][CH2:17][O:18]2)[cH:5][cH:6][cH:7][cH:8]1)[c:30]1[n:29][cH:28][n:27][c:26]([O:19][c:20]2[cH:21][cH:22][cH:23][cH:24][cH:25]2)[c:31]1[F:32]. The reactants are CN(C)C=O, [KH], Fc1ncnc(Oc2ccccc2)c1F, O, COC=C(C1=NOCCO1)c1ccccc1O. The reactants are ClC1=C(C(=CC=C1)Cl)C1=CC2=C(N=C(N=C2)NCCCN2CCN(CC2)C)N=C1N (6-(2,6-Dichlorophenyl)-N2 -[3-(4-methyl-piperazin-1-yl)-propyl]-pyrido[2,3-d]pyrimidine-2,7-diamine), COC1=CC=C(C=C1)N=C=O (4-methoxyphenyl isocyanate), CO (MeOH). Run in CC(=O)O (AcOH). The product is ClC1=C(C(=CC=C1)Cl)C1=CC2=C(N=C(N=C2)NCCCN2CCN(CC2)C)N=C1NC(=O)NC1=CC=C(C=C1)OC (1-{6-(2,6-dichlorophenyl)-2-[3-(4-methyl-piperazin-1-yl)-propylamino]-pyrido[2,3-d]pyrimidin-7-yl}-3-(4-methoxy-phenyl)-urea). Isolated yield 87.0%. Reaction SMILES: [Cl:1][C:2]1[CH:7]=[CH:6][CH:5]=[C:4]([Cl:8])[C:3]=1[C:9]1[C:29]([NH2:30])=[N:28][C:12]2[N:13]=[C:14]([NH:17][CH2:18][CH2:19][CH2:20][N:21]3[CH2:26][CH2:25][N:24]([CH3:27])[CH2:23][CH2:22]3)[N:15]=[CH:16][C:11]=2[CH:10]=1.[CH3:31][O:32][C:33]1[CH:38]=[CH:37][C:36]([N:39]=[C:40]=[O:41])=[CH:35][CH:34]=1.CO>CC(O)=O>[Cl:1][C:2]1[CH:7]=[CH:6][CH:5]=[C:4]([Cl:8])[C:3]=1[C:9]1[C:29]([NH:30][C:40]([NH:39][C:36]2[CH:37]=[CH:38][C:33]([O:32][CH3:31])=[CH:34][CH:35]=2)=[O:41])=[N:28][C:12]2[N:13]=[C:14]([NH:17][CH2:18][CH2:19][CH2:20][N:21]3[CH2:26][CH2:25][N:24]([CH3:27])[CH2:23][CH2:22]3)[N:15]=[CH:16][C:11]=2[CH:10]=1. Procedure: 6-(2,6-Dichlorophenyl)-N2 -[3-(4-methyl-piperazin-1-yl)-propyl]-pyrido[2,3-d]pyrimidine-2,7-diamine (1.0 g) from Example 36 was reacted with 4-methoxyphenyl isocyanate (0.334 g) according to the general procedure of Example 37 to give 1.16 g of 1-{6-(2,6-dichlorophenyl)-2-[3-(4-methyl-piperazin-1-yl)-propylamino]-pyrido[2,3-d]pyrimidin-7-yl}-3-(4-methoxy-phenyl)-urea, ESMS (20/80 MeOH/CH3CM+0.1% AcOH): M+ +H=595; mp 93.5°-100.5° C. Reactants: C(=O)[O-].[Na+] (sodium formate), [OH-].[Na+] (sodium hydroxide), ClC=1C=CC(=C(C1)C(F)(F)F)N (5-chloro-2-aminobenzotrifluoride). Reagents/catalysts: [Cl-].C(C1=CC=CC=C1)[N+](CC)(CC)CC (benzyl triethylammonium chloride), [Pd] (palladium on charcoal). Run in O (water). Product: NC1=C(C=CC=C1)C(F)(F)F (2-aminobenzotrifluoride). Yield: 60.3%. Reaction SMILES: C([O-])=O.[Na+].[OH-].[Na+].Cl[C:8]1[CH:9]=[CH:10][C:11]([NH2:18])=[C:12]([C:14]([F:17])([F:16])[F:15])[CH:13]=1>O.[Cl-].C([N+](CC)(CC)CC)C1C=CC=CC=1.[Pd]>[NH2:18][C:11]1[CH:10]=[CH:9][CH:8]=[CH:13][C:12]=1[C:14]([F:15])([F:16])[F:17] |f:0.1,2.3,6.7|. Procedure details: To a solution of sodium formate (38 parts) in water (100 parts) are added sodium hydroxide liquor (32%; 13.5 parts), benzyl triethylammonium chloride (1.0 parts), 3% palladium on charcoal (50% paste; 6.0 parts) and 5-chloro-2-aminobenzotrifluoride (19.6 parts). The mixture is stirred rapidly at the boil under reflux for 4 hours and then steam distilled. The distillate is extracted with chloroform (2 × 50 parts), the extract dried over magnesium sulphate and then the solvent removed to give 9.7 p... Reactants: N12CCCC(CC1)(C2)C(C=P(C2=CC=CC=C2)(C2=CC=CC=C2)C2=CC=CC=C2)=O (1-(1-azabicyclo[3.2.1]oct-5-yl)-2-(triphenylphosphanylidene)-ethanone), C1(=CC=CC=C1)C (toluene), C(C=O)(=O)OCC (ethyl glyoxylate). The solvent is C(Cl)(Cl)Cl (chloroform). The product is N12CCCC(CC1)(C2)C(/C=C/C(=O)OCC)=O (Ethyl (2E)-4-(1-azabicyclo[3.2.1]oct-5-yl)-4-oxobut-2-enoate). RXN SMILES: [N:1]12[CH2:8][C:5]([C:9](=[O:30])[CH:10]=P(C3C=CC=CC=3)(C3C=CC=CC=3)C3C=CC=CC=3)([CH2:6][CH2:7]1)[CH2:4][CH2:3][CH2:2]2.C1(C)C=CC=CC=1.[C:38]([O:42][CH2:43][CH3:44])(=[O:41])[CH:39]=O>C(Cl)(Cl)Cl>[N:1]12[CH2:8][C:5]([C:9](=[O:30])/[CH:10]=[CH:39]/[C:38]([O:42][CH2:43][CH3:44])=[O:41])([CH2:6][CH2:7]1)[CH2:4][CH2:3][CH2:2]2. Procedure details: 5.00 g (12.09 mmol) of 1-(1-azabicyclo[3.2.1]oct-5-yl)-2-(triphenylphosphanylidene)-ethanone in solution in 20 ml of chloroform and 20 ml of toluene are introduced into a 100 ml three-necked round-bottomed flask. 1.36 g (13.3 mmol) of ethyl glyoxylate are subsequently added and the reaction medium is refluxed at ambient temperature for 15 min. The solvent is eliminated by evaporation under reduced pressure and the residue obtained is purified by silica gel column chromatography, elution being ca...